This data is from the Open Reaction Database (ORD), a public repository of structured organic reaction records. The task is: describe an organic reaction: reactants, conditions, products, and yield The reactants are CCO, CCOC(=O)c1cn(C2CC2)c2c(F)c(N3CCOC(CN(C)C(=O)OCC)C3)c(F)cc2c1=O, Cl. Yields the product CCOC(=O)N(C)CC1CN(c2c(F)cc3c(=O)c(C(=O)O)cn(C4CC4)c3c2F)CCO1. As a reaction SMILES: [CH3:37][CH2:38][OH:39].[CH:1]1([n:4]2[cH:5][c:6]([C:31](=[O:32])[O:33][CH2:34][CH3:35])[c:7](=[O:30])[c:8]3[cH:9][c:10]([F:29])[c:11]([N:15]4[CH2:16][CH:17]([CH2:21][N:22]([CH3:23])[C:24](=[O:25])[O:26][CH2:27][CH3:28])[O:18][CH2:19][CH2:20]4)[c:12]([F:14])[c:13]23)[CH2:2][CH2:3]1.[ClH:36]>>[CH:1]1([n:4]2[cH:5][c:6]([C:31](=[O:32])[OH:33])[c:7](=[O:30])[c:8]3[cH:9][c:10]([F:29])[c:11]([N:15]4[CH2:16][CH:17]([CH2:21][N:22]([CH3:23])[C:24](=[O:25])[O:26][CH2:27][CH3:28])[O:18][CH2:19][CH2:20]4)[c:12]([F:14])[c:13]23)[CH2:2][CH2:3]1. Reactants: CN(C(=O)N(C=1SC(=NN1)SCCCC)C)C (1,1,3-trimethyl-3-(5-butylthio-1,3,4-thiadiazol-2-yl) urea), OO (perhydrol). Run in C(C)(=O)O (acetic acid). Reaction conditions: time 5 day. Product: CN(C(=O)N(C=1SC(=NN1)S(=O)CCCC)C)C (1,1,3-trimethyl-3-(5-butylsulfinyl-1,3,4-thiadiazole-2-yl)urea). Reaction SMILES: [CH3:1][N:2]([CH3:17])[C:3]([N:5]([CH3:16])[C:6]1[S:7][C:8]([S:11][CH2:12][CH2:13][CH2:14][CH3:15])=[N:9][N:10]=1)=[O:4].[OH:18]O>C(O)(=O)C>[CH3:1][N:2]([CH3:17])[C:3]([N:5]([CH3:16])[C:6]1[S:7][C:8]([S:11]([CH2:12][CH2:13][CH2:14][CH3:15])=[O:18])=[N:9][N:10]=1)=[O:4]. Procedure details: To a solution of 300 g of 1,1,3-trimethyl-3-(5-butylthio-1,3,4-thiadiazol-2-yl) urea in 1.9 ltr glacial acetic acid there are added in drops at room temperature and with agitation 136 g of perhydrol. The temperature then rises to 28° C. After standing for 5 days, the perhydrol excess is destroyed with manganese dioxide, the glacial acetic acid is vacuum-distilled to a very large extent, and the residue taken up in methylene chloride, is treated twice with active carbon, the solvent distilled, an... The reactants are CO, COC(=O)CN(Cc1ccccc1N)S(=O)(=O)c1ccc(OC)cc1, [Na+], C1CCOC1, [OH-]. The product is COc1ccc(S(=O)(=O)N(CC(=O)O)Cc2ccccc2N)cc1. As a reaction SMILES: [CH3:33][OH:34].[NH2:1][c:2]1[c:3]([CH2:4][N:5]([CH2:6][C:7](=[O:8])[O:9][CH3:10])[S:11](=[O:12])(=[O:13])[c:14]2[cH:15][cH:16][c:17]([O:20][CH3:21])[cH:18][cH:19]2)[cH:22][cH:23][cH:24][cH:25]1.[Na+:27].[O:28]1[CH2:29][CH2:30][CH2:31][CH2:32]1.[OH-:26]>>[NH2:1][c:2]1[c:3]([CH2:4][N:5]([CH2:6][C:7](=[O:8])[OH:9])[S:11](=[O:12])(=[O:13])[c:14]2[cH:15][cH:16][c:17]([O:20][CH3:21])[cH:18][cH:19]2)[cH:22][cH:23][cH:24][cH:25]1. Reactants: ClC(Cl)(OC(OC(Cl)(Cl)Cl)=O)Cl (triphosgene), COC=1C=C2C(=CC=NC2=CC1OC)OC1=CC=C(N)C=C1 (4-[(6,7-Dimethoxy-4-quinolyl)oxy]aniline), C(C)(C)N(CC)C(C)C (diisopropylethylamine), NC=1SC(=NN1)C(F)(F)F (2-amino-5-trifluoromethyl-1,3,4-thiadiazole). Run in C(Cl)(Cl)Cl (chloroform), O (water), C(Cl)(Cl)Cl (chloroform). Run at time 15 minute. Yields the product COC=1C=C2C(=CC=NC2=CC1OC)OC1=CC=C(C=C1)NC(=O)NC=1SC(=NN1)C(F)(F)F (N-{4-[(6,7-Dimethoxy-4-quinolyl)oxy]phenyl}-N′-[5-(trifluoromethyl)-1,3,4-thiadiazol-2-yl]urea). Yield: 26.0%. As a reaction SMILES: [CH3:1][O:2][C:3]1[CH:4]=[C:5]2[C:10](=[CH:11][C:12]=1[O:13][CH3:14])[N:9]=[CH:8][CH:7]=[C:6]2[O:15][C:16]1[CH:22]=[CH:21][C:19]([NH2:20])=[CH:18][CH:17]=1.C(N(C(C)C)CC)(C)C.ClC(Cl)(O[C:36](=[O:42])OC(Cl)(Cl)Cl)Cl.[NH2:44][C:45]1[S:46][C:47]([C:50]([F:53])([F:52])[F:51])=[N:48][N:49]=1>C(Cl)(Cl)Cl.O>[CH3:1][O:2][C:3]1[CH:4]=[C:5]2[C:10](=[CH:11][C:12]=1[O:13][CH3:14])[N:9]=[CH:8][CH:7]=[C:6]2[O:15][C:16]1[CH:22]=[CH:21][C:19]([NH:20][C:36]([NH:44][C:45]2[S:46][C:47]([C:50]([F:53])([F:52])[F:51])=[N:48][N:49]=2)=[O:42])=[CH:18][CH:17]=1. Procedure details: 4-[(6,7-Dimethoxy-4-quinolyl)oxy]aniline (100 mg) was dissolved in chloroform (5 ml) and diisopropylethylamine (0.5 ml) to prepare a solution. A solution of triphosgene (100 mg) in chloroform was then added to the solution, and the mixture was stirred at room temperature for 15 min. Next, 2-amino-5-trifluoromethyl-1,3,4-thiadiazole (70 mg) was added thereto, and the mixture was further stirred at room temperature overnight. Distilled water was added to the reaction solution, and the mixture was ... Starting materials: CC=1C=CC(=C(C1)S(=O)(=O)CC(=O)OC)[N+](=O)[O-] (methyl ((5-methyl-2-nitro-phenyl)sulfonyl)acetate), [H][H] (hydrogen). The reagents and catalysts are [Pd] (Palladium). Solvent: CO (MeOH). Yields the product NC1=C(C=C(C=C1)C)S(=O)(=O)CC(=O)OC (Methyl ((2-Amino-5-methylphenyl)sulfonyl)acetate). The yield is 98.8%. Reaction SMILES: [CH3:1][C:2]1[CH:3]=[CH:4][C:5]([N+:16]([O-])=O)=[C:6]([S:8]([CH2:11][C:12]([O:14][CH3:15])=[O:13])(=[O:10])=[O:9])[CH:7]=1.[H][H]>CO.[Pd]>[NH2:16][C:5]1[CH:4]=[CH:3][C:2]([CH3:1])=[CH:7][C:6]=1[S:8]([CH2:11][C:12]([O:14][CH3:15])=[O:13])(=[O:10])=[O:9]. Procedure details: Palladium (10%) on carbon is added to a solution of methyl ((5-methyl-2-nitro-phenyl)sulfonyl)acetate (Preparation 37, 2.0 g) in MeOH (60 mL) and the solution is shaken on a Parr apparatus under 30 psi of hydrogen. After 3 hours the solution is filtered through Celite and the filter cake eluted with MeOH (60 mL). The combined MeOH eluant is evaporated and the remaining residue placed under high vacuum overnight to obtain 1.76 g (99%) of the title compound as a dark solid. Physical characteristic... Reactants: O=C([O-])[O-], CN(C)C=O, CCOCC, [Cs+], [Cs+], CCCI, CCC(O)CNS(=O)(=O)c1sc2ccc(F)cc2c1C. Product: CCCN(CC(O)CC)S(=O)(=O)c1sc2ccc(F)cc2c1C. RXN SMILES: [C:25](=[O:26])([O-:27])[O-:28].[CH3:31][N:32]([CH3:33])[CH:34]=[O:35].[CH3:36][CH2:37][O:38][CH2:39][CH3:40].[Cs+:29].[Cs+:30].[I:21][CH2:22][CH2:23][CH3:24].[OH:1][CH:2]([CH2:3][NH:4][S:5](=[O:6])(=[O:7])[c:8]1[c:9]([CH3:18])[c:10]2[c:11]([s:12]1)[cH:13][cH:14][c:15]([F:17])[cH:16]2)[CH2:19][CH3:20]>>[OH:1][CH:2]([CH2:3][N:4]([S:5](=[O:6])(=[O:7])[c:8]1[c:9]([CH3:18])[c:10]2[c:11]([s:12]1)[cH:13][cH:14][c:15]([F:17])[cH:16]2)[CH2:22][CH2:23][CH3:24])[CH2:19][CH3:20].